This data is from the Open Reaction Database (ORD), a public repository of structured organic reaction records. The task is: describe an organic reaction: reactants, conditions, products, and yield Reactants: N(N)C1=C2C=C(C(=NC2=CC=N1)C1=CC=C(C=C1)CN1CCC(CC1)C1=NN=C(N1)C1=NC=CN=C1)C1=CC=CC=C1 (5-hydrazino-3-phenyl-2-(4-{[4-(5-pyrazin-2-yl-4H-1,2,4-triazol-3-yl)piperidin-1-yl]methyl}phenyl)-1,6-napthyridine), CO (methanol), C(OC)(OC)OC (trimethyl orthoformate), O.C1(=CC=C(C=C1)S(=O)(=O)O)C (p-toluenesulfonic acid monohydrate). Solvent: C1(=CC=CC=C1)C (toluene). Conditions: temperature 100 celsius. Yields the product C1(=CC=CC=C1)C=1C(=NC=2C=CN3C(C2C1)=NN=C3)C3=CC=C(C=C3)CN3CCC(CC3)C3=NN=C(N3)C3=NC=CN=C3 (9-phenyl-8-(4-{[4-(5-pyrazin-2-yl-4H-1,2,4-triazol-3-yl)piperidin-1-yl]methyl}phenyl)[1,2,4]triazolo[3,4-f]-1,6-naphthyridine). Reaction SMILES: [NH:1]([C:3]1[N:12]=[CH:11][CH:10]=[C:9]2[C:4]=1[CH:5]=[C:6]([C:37]1[CH:42]=[CH:41][CH:40]=[CH:39][CH:38]=1)[C:7]([C:13]1[CH:18]=[CH:17][C:16]([CH2:19][N:20]3[CH2:25][CH2:24][CH:23]([C:26]4[NH:30][C:29]([C:31]5[CH:36]=[N:35][CH:34]=[CH:33][N:32]=5)=[N:28][N:27]=4)[CH2:22][CH2:21]3)=[CH:15][CH:14]=1)=[N:8]2)[NH2:2].CO.[CH:45](OC)(OC)OC.O.C1(C)C=CC(S(O)(=O)=O)=CC=1>C1(C)C=CC=CC=1>[C:37]1([C:6]2[C:7]([C:13]3[CH:18]=[CH:17][C:16]([CH2:19][N:20]4[CH2:25][CH2:24][CH:23]([C:26]5[NH:30][C:29]([C:31]6[CH:36]=[N:35][CH:34]=[CH:33][N:32]=6)=[N:28][N:27]=5)[CH2:22][CH2:21]4)=[CH:15][CH:14]=3)=[N:8][C:9]3[CH:10]=[CH:11][N:12]4[CH:45]=[N:2][N:1]=[C:3]4[C:4]=3[CH:5]=2)[CH:42]=[CH:41][CH:40]=[CH:39][CH:38]=1 |f:3.4|. Reported procedure: To a stirred solution of 10-3 (0.5 g, 0.9 mMol) in 16 mL of 3:1 toluene:methanol was added trimethyl orthoformate (0.3 g, 2.7 mMol) and p-toluenesulfonic acid monohydrate (0.017 g, 0.09 mMol). The reaction was heated to 100° C. in a microwave reactor for 1 hour. After cooling to room temperature, the solvent was removed under reduced pressure. The product was purified on a C18 reverse phase HPLC to give 10-4 as a solid. Mass (M+1) calculated: 565.2571 observed: 565.2523